Dataset: the Open Reaction Database (ORD), a public repository of structured organic reaction records. Task: describe an organic reaction: reactants, conditions, products, and yield Reactants: CO (methanol), COC1=C(N)C=C(C=C1)[N+](=O)[O-] (2Methoxy-5-nitroaniline), CC1(OCC(CO1)(C(CC(=O)OC)=O)C)C (methyl 2,2,5-trimethyl-b-oxo-1,3-dioxane-5-propanoate), C1(=CC(=CC=C1)C)C (m-xylene). The solvent is CCCCCCCC (n-octane). The product is [N+](=O)([O-])C=1C=CC(=C(C1)NC(CC(C1(COC(OC1)(C)C)C)=O)=O)OC (N-(5-Nitro-2-methoxyphenyl)-2,2,5-trimethyl-b-oxo-1,3-dioxane-5-propanamide). RXN SMILES: [CH3:1][O:2][C:3]1[CH:9]=[CH:8][C:7]([N+:10]([O-:12])=[O:11])=[CH:6][C:4]=1[NH2:5].[CH3:13][C:14]1([CH3:28])[O:19][CH2:18][C:17]([CH3:27])([C:20](=[O:26])[CH2:21][C:22](OC)=[O:23])[CH2:16][O:15]1.C1(C)C=CC=C(C)C=1.CO>CCCCCCCC>[N+:10]([C:7]1[CH:8]=[CH:9][C:3]([O:2][CH3:1])=[C:4]([NH:5][C:22](=[O:23])[CH2:21][C:20](=[O:26])[C:17]2([CH3:27])[CH2:16][O:15][C:14]([CH3:13])([CH3:28])[O:19][CH2:18]2)[CH:6]=1)([O-:12])=[O:11]. Procedure details: 2Methoxy-5-nitroaniline (63.06 g, 0.375 mol) and methyl 2,2,5-trimethyl-b-oxo-1,3-dioxane-5-propanoate (90.0 g, 0.391 mol) were dispersed in n-octane (500 mL) and m-xylene (100 mL) in a 2-liter three-necked flask. The mixture was heated at the boiling point while methanol was continuously removed by a very slow nitrogen sweep. After 2 hr of heating the solution was allowed to cool slowly with good stirring; the yellow-orange precipitate which formed was filtered and allowed to air dry. The crude... Starting materials: ClC1=C(C=O)C=CC=C1 (2-chlorobenzaldehyde), C(C)OC(C(CC(=O)OCC)=O)OCC (ethyl 4,4-diethoxyacetoacetate). Reagents/catalysts: N1CCCCC1 (piperidine). The solvent is C1=CC=CC=C1 (benzene). Product: ClC1=C(C=C(C(=O)OCC)C(=O)C(OCC)OCC)C=CC=C1 (ethyl 2-(2-chlorobenzylidene)-4,4-diethoxyacetoacetate). Yield: 106.4%. As a reaction SMILES: [Cl:1][C:2]1[CH:9]=[CH:8][CH:7]=[CH:6][C:3]=1[CH:4]=O.[CH2:10]([O:12][CH:13]([O:22][CH2:23][CH3:24])[C:14](=[O:21])[CH2:15][C:16]([O:18][CH2:19][CH3:20])=[O:17])[CH3:11]>N1CCCCC1.C1C=CC=CC=1>[Cl:1][C:2]1[CH:9]=[CH:8][CH:7]=[CH:6][C:3]=1[CH:4]=[C:15]([C:14]([CH:13]([O:12][CH2:10][CH3:11])[O:22][CH2:23][CH3:24])=[O:21])[C:16]([O:18][CH2:19][CH3:20])=[O:17]. Procedure: A solution of 2-chlorobenzaldehyde (1.0543 g), ethyl 4,4-diethoxyacetoacetate (1.6477 g) and piperidine (1 to 2 drop(s)) in benzene (30 ml) was refluxed under azeotropic dehydration for 4.5 hours. After cooling, the resultant solution was washed with water and dried. The solvent was removed from the solution to give orange oil (2.7196 g) of ethyl 2-(2-chlorobenzylidene)-4,4-diethoxyacetoacetate. The mixture of the compound obtained above and ethyl 3amino-4,4-diethoxycrotonate (1.6580 g) was heat... The reactants are O=C(Oc1ccc(CO)cc1Br)c1ccccc1, ClCCl, O, BrP(Br)Br. Yields the product O=C(Oc1ccc(CBr)cc1Br)c1ccccc1. As a reaction SMILES: [Br:5][c:6]1[cH:7][c:8]([CH2:9][OH:10])[cH:11][cH:12][c:13]1[O:14][C:15]([c:16]1[cH:17][cH:18][cH:19][cH:20][cH:21]1)=[O:22].[Cl:24][CH2:25][Cl:26].[OH2:23].[P:1]([Br:2])([Br:3])[Br:4]>>[Br:2][CH2:9][c:8]1[cH:7][c:6]([Br:5])[c:13]([O:14][C:15]([c:16]2[cH:17][cH:18][cH:19][cH:20][cH:21]2)=[O:22])[cH:12][cH:11]1. Starting materials: C(C)(=O)OCC1=CC(=CC=C1)C1=CC=C(O1)Br (3-(2-bromo-5-furanyl)-phenylmethyl acetate), [OH-].[K+] (potassium hydroxide). The solvent is CO (methanol), O (water), [Cl-].[Na+] (sodium chloride). Yields the product BrC=1OC(=CC1)C=1C=C(C=CC1)CO (3-(2-bromo-5-furanyl)phenylmethanol). The yield is 88.1%. Reaction SMILES: C([O:4][CH2:5][C:6]1[CH:11]=[CH:10][CH:9]=[C:8]([C:12]2[O:16][C:15]([Br:17])=[CH:14][CH:13]=2)[CH:7]=1)(=O)C.[OH-].[K+]>CO.O.[Cl-].[Na+]>[Br:17][C:15]1[O:16][C:12]([C:8]2[CH:7]=[C:6]([CH2:5][OH:4])[CH:11]=[CH:10][CH:9]=2)=[CH:13][CH:14]=1 |f:1.2,5.6|. Procedure: A solution of 3.8 g (0.013 mol) of 3-(2-bromo-5-furanyl)-phenylmethyl acetate and 0.85 g (0.019 mol) of potassium hydroxide in 100 mL of methanol was stirred for 75 minutes at ambient temperature. The reaction mixture was diluted with 200 mL of water, saturated with solid sodium chloride, and extracted with three portions of 150 mL each of chloroform. The combined extracts were dried with magnesium sulfate, filtered, and the filtrate concentrated under reduced pressure to give 2.9 g of 3-(2-brom... Reactants: CON(C(C(C(C)(C)C)NC(OC(C)(C)C)=O)=O)C (tert-Butyl 1-(methoxy(methyl)amino)-3,3-dimethyl-1-oxobutan-2-ylcarbamate), ClC1=CC=C(C=C1)[Mg]Br ((4-Chlorophenyl)magnesium bromide). Run in C1CCOC1 (THF). Conditions: time 8 hour. Yields the product ClC1=CC=C(C=C1)C(C(C(C)(C)C)NC(OC(C)(C)C)=O)=O (tert-butyl 1-(4-chlorophenyl)-3,3-dimethyl-1-oxobutan-2-ylcarbamate). Isolated yield 24.7%. Reaction SMILES: CON(C)[C:4](=[O:18])[CH:5]([NH:10][C:11](=[O:17])[O:12][C:13]([CH3:16])([CH3:15])[CH3:14])[C:6]([CH3:9])([CH3:8])[CH3:7].[Cl:20][C:21]1[CH:26]=[CH:25][C:24]([Mg]Br)=[CH:23][CH:22]=1>C1COCC1>[Cl:20][C:21]1[CH:26]=[CH:25][C:24]([C:4](=[O:18])[CH:5]([NH:10][C:11](=[O:17])[O:12][C:13]([CH3:14])([CH3:15])[CH3:16])[C:6]([CH3:7])([CH3:8])[CH3:9])=[CH:23][CH:22]=1. Procedure details: tert-Butyl 1-(methoxy(methyl)amino)-3,3-dimethyl-1-oxobutan-2-ylcarbamate (Example 1, 466 mg, 1.70 mmol) was dissolved in dry THF (10 mL). (4-Chlorophenyl)magnesium bromide (CAS 873-77-8, 1.0 M in THF, 6.79 mL, 6.79 mmol) was then added dropwise at rt. After stirring at rt overnight the reaction was quenched with NH4Cl and extracted with EtOAc (2×50 mL). The combined organic phases were washed once with water, dried over MgSO4 and filtered. After removal of the solvent the product was purified o... Reactants: COC=1C=C(C=C(C1OC)OC)C=1SC=C(N1)C=CC(=O)OCC (Ethyl 3-[2-(3,4,5-trimethoxyphenyl)thiazol-4-yl]propenoate). Reagents/catalysts: [Pd] (palladium on carbon). The solvent is CO (methanol). Yields the product COC=1C=C(C=C(C1OC)OC)C=1SC=C(N1)CCC(=O)OCC (Ethyl 3-[2-(3,4,5-Trimethoxyphenyl)thiazol-4-yl]propionate). As a reaction SMILES: [CH3:1][O:2][C:3]1[CH:4]=[C:5]([C:13]2[S:14][CH:15]=[C:16]([CH:18]=[CH:19][C:20]([O:22][CH2:23][CH3:24])=[O:21])[N:17]=2)[CH:6]=[C:7]([O:11][CH3:12])[C:8]=1[O:9][CH3:10]>CO.[Pd]>[CH3:1][O:2][C:3]1[CH:4]=[C:5]([C:13]2[S:14][CH:15]=[C:16]([CH2:18][CH2:19][C:20]([O:22][CH2:23][CH3:24])=[O:21])[N:17]=2)[CH:6]=[C:7]([O:11][CH3:12])[C:8]=1[O:9][CH3:10]. Procedure: Ethyl 3-[2-(3,4,5-trimethoxyphenyl)thiazol-4-yl]propenoate (1.65 g) was suspended in methanol (20 mL), 10% palladium on carbon (800 mg) was added to the suspension under an argon atmosphere, and the mixture was stirred at room temperature under a hydrogen amosphere. The reaction mixture was filtered, the filtrate was concentrated, and the residue was purified by column chromatography on silica gel (hexane:ethyl acetate=3:1 to 1:1) to obtain the title compound. Starting materials: CC(O)(COC(=O)N1CCC(Oc2ccc(C(F)(F)F)cc2)CC1)Cn1cc([N+](=O)[O-])nc1Cl, [H-], [Na+], CN(C)C=O. The product is CC1(COC(=O)N2CCC(Oc3ccc(C(F)(F)F)cc3)CC2)Cn2cc([N+](=O)[O-])nc2O1. As a reaction SMILES: [F:1][C:2]([c:3]1[cH:4][cH:5][c:6]([O:7][CH:8]2[CH2:9][CH2:10][N:11]([C:14](=[O:15])[O:16][CH2:17][C:18]([CH2:19][n:20]3[c:21]([Cl:28])[n:22][c:23]([N+:25](=[O:26])[O-:27])[cH:24]3)([CH3:29])[OH:30])[CH2:12][CH2:13]2)[cH:31][cH:32]1)([F:33])[F:34].[H-:35].[Na+:36].[O:37]=[CH:38][N:39]([CH3:40])[CH3:41]>>[F:1][C:2]([c:3]1[cH:4][cH:5][c:6]([O:7][CH:8]2[CH2:9][CH2:10][N:11]([C:14](=[O:15])[O:16][CH2:17][C:18]3([CH3:29])[CH2:19][n:20]4[c:21]([n:22][c:23]([N+:25](=[O:26])[O-:27])[cH:24]4)[O:30]3)[CH2:12][CH2:13]2)[cH:31][cH:32]1)([F:33])[F:34]. Reactants: C(#N)C=1C=CC(=NC1)NC(=O)N1CCCC2=CC(=C(N=C12)C(OC)OC)C=O (N-(5-cyanopyridin-2-yl)-7-(dimethoxymethyl)-6-formyl-3,4-dihydro-1,8-naphthyridine-1(2H)-carboxamide), C(#N)C=1C=CC(=NC1)NC(=O)N1CCCC2=CC(=C(N=C12)C(OC)OC)C=O (N-(5-cyanopyridin-2-yl)-7-(dimethoxymethyl)-6-formyl-3,4-dihydro-1,8-naphthyridine-1(2H)-carboxamide), Cl.CN (methylamine hydrochloride), CN (methylamine), [BH3-]C#N.[Na+] (NaCNBH3). Solvent: CO (MeOH). Conditions: temperature 70 celsius, time 1 hour. Product: C(#N)C=1C=CC(=NC1)NC(=O)N1CCCC2=CC(=C(N=C12)C(OC)OC)CNC (N-(5-cyanopyridin-2-yl)-7-(dimethoxymethyl)-6-((methylamino)methyl)-3,4-dihydro-1,8-naphthyridine-1(2H)-carboxamide). RXN SMILES: Cl.CN.CN.[BH3-][C:7]#[N:8].[Na+].[C:10]([C:12]1[CH:13]=[CH:14][C:15]([NH:18][C:19]([N:21]2[C:30]3[C:25](=[CH:26][C:27]([CH:36]=O)=[C:28]([CH:31]([O:34][CH3:35])[O:32][CH3:33])[N:29]=3)[CH2:24][CH2:23][CH2:22]2)=[O:20])=[N:16][CH:17]=1)#[N:11]>CO>[C:10]([C:12]1[CH:13]=[CH:14][C:15]([NH:18][C:19]([N:21]2[C:30]3[C:25](=[CH:26][C:27]([CH2:36][NH:8][CH3:7])=[C:28]([CH:31]([O:34][CH3:35])[O:32][CH3:33])[N:29]=3)[CH2:24][CH2:23][CH2:22]2)=[O:20])=[N:16][CH:17]=1)#[N:11] |f:0.1,3.4|. Procedure details: A tube was charged with methylamine hydrochloride (7.79 mg, 0.115 mmol) followed by methylamine (2 M in MeOH, 0.058 ml, 0.115 mmol) and NaCNBH3 (14.5 mg, 0.231 mmol). Then, a suspension of N-(5-cyanopyridin-2-yl)-7-(dimethoxymethyl)-6-formyl-3,4-dihydro-1,8-naphthyridine-1(2H)-carboxamide (intermediate 36, 22 mg, 0.058 mmol) in MeOH (1 ml) was added, the tube was sealed and the reaction mixture was stirred at 70° C. for 1 h. The reaction mixture was quenched with water and concentrated until the... The solvent is CN(C=O)C (dimethylformamide). Product: C(C)OC(=O)C(C(C(=O)OCC)C(=O)OCC)(C(=O)OCC)C1=CC=C(OCC(C)=O)C=C1 (p -[1,1,2,2-Tetrakis(ethoxycarbonyl)ethyl]phenoxyacetone). Procedure: Following a procedure similar to that described in Preparation 3, but using 11.7 g of p-[1,1,2,2-tetrakis(ethoxycarbonyl)ethyl]phenol, 7.9 g of bromoacetone, 7.9 g of potassium carbonate and 100 ml of dimethylformamide, and then purifying the reaction product by column chromatography through silica gel, using a 1:2 by volume mixture of ethyl acetate and hexane as the eluent, the title compound was obtained having an Rf=0.21 (thin layer chromatography over silica gel, using a 1:2 by volume mixtur... Starting materials: C(C)OC(=O)C(C(C(=O)OCC)C(=O)OCC)(C(=O)OCC)C1=CC=C(C=C1)O (p-[1,1,2,2-tetrakis(ethoxycarbonyl)ethyl]phenol), BrCC(C)=O (bromoacetone), C([O-])([O-])=O.[K+].[K+] (potassium carbonate). Reaction SMILES: [CH2:1]([O:3][C:4]([C:6]([C:23]1[CH:28]=[CH:27][C:26]([OH:29])=[CH:25][CH:24]=1)([C:18]([O:20][CH2:21][CH3:22])=[O:19])[CH:7]([C:13]([O:15][CH2:16][CH3:17])=[O:14])[C:8]([O:10][CH2:11][CH3:12])=[O:9])=[O:5])[CH3:2].Br[CH2:31][C:32](=[O:34])[CH3:33].C(=O)([O-])[O-].[K+].[K+]>CN(C)C=O>[CH2:21]([O:20][C:18]([C:6]([C:23]1[CH:28]=[CH:27][C:26]([O:29][CH2:31][C:32](=[O:34])[CH3:33])=[CH:25][CH:24]=1)([C:4]([O:3][CH2:1][CH3:2])=[O:5])[CH:7]([C:13]([O:15][CH2:16][CH3:17])=[O:14])[C:8]([O:10][CH2:11][CH3:12])=[O:9])=[O:19])[CH3:22] |f:2.3.4|. Starting materials: C(C)(C)(C)C=1C=C(NC2=CC=C(C=C2)CC(=O)O)C=C(C1O)C(C)(C)C (4-[3,5-di-(tertiary-butyl)-4-hydroxyanilino]phenylacetic acid), C([O-])([O-])=O.[K+].[K+] (potassium carbonate), CI (methyl iodide), CI (methyl iodide). Solvent: CN(C=O)C (N,N-dimethylformamide). Run at time 16 hour. The product is C(C)(C)(C)C=1C=C(N(C)C2=CC=C(C=C2)CC(=O)O)C=C(C1O)C(C)(C)C (4-[3,5-di(tertiary-butyl)-4-hydroxy-N-methylanilino]phenylacetic acid). As a reaction SMILES: [C:1]([C:5]1[CH:6]=[C:7]([CH:19]=[C:20]([C:23]([CH3:26])([CH3:25])[CH3:24])[C:21]=1[OH:22])[NH:8][C:9]1[CH:14]=[CH:13][C:12]([CH2:15][C:16]([OH:18])=[O:17])=[CH:11][CH:10]=1)([CH3:4])([CH3:3])[CH3:2].[C:27](=O)([O-])[O-].[K+].[K+].CI>CN(C)C=O>[C:23]([C:20]1[CH:19]=[C:7]([CH:6]=[C:5]([C:1]([CH3:3])([CH3:4])[CH3:2])[C:21]=1[OH:22])[N:8]([C:9]1[CH:10]=[CH:11][C:12]([CH2:15][C:16]([OH:18])=[O:17])=[CH:13][CH:14]=1)[CH3:27])([CH3:26])([CH3:25])[CH3:24] |f:1.2.3|. Procedure: A mixture of a solution of 6.3 g (0.018 mole) of 4-[3,5-di-(tertiary-butyl)-4-hydroxyanilino]phenylacetic acid in 10 ml of N,N-dimethylformamide and 5 g (0.036 mole) of potassium carbonate was heated on a steam bath until gas evolution ceased. The mixture was allowed to cool to ambient temperature, and 5 milliliters of methyl iodide were then added. The mixture was heated at its boiling temperature and 5 ml aliquots of methyl iodide were added at 20, 45 and 60 minutes. After the mixture had evap...